This data is from the Open Reaction Database (ORD), a public repository of structured organic reaction records. The task is: describe an organic reaction: reactants, conditions, products, and yield Starting materials: C=CC1CCC2C3CCC4=CC(=O)CCC4(C)C3CCC12C, N#CC1=C(C#N)C(=O)C(Cl)=C(Cl)C1=O, c1ccccc1. Product: C=CC1CCC2C3CCC4=CC(=O)C=CC4(C)C3CCC12C. RXN SMILES: [CH2:1]=[CH:2][CH:3]1[CH2:4][CH2:5][CH:6]2[CH:7]3[CH2:8][CH2:9][C:10]4=[CH:11][C:12](=[O:22])[CH2:13][CH2:14][C:15]4([CH3:16])[CH:17]3[CH2:18][CH2:19][C:20]12[CH3:21].[Cl:23][C:24]1=[C:35]([Cl:36])[C:33](=[O:34])[C:30]([C:31]#[N:32])=[C:27]([C:28]#[N:29])[C:25]1=[O:26].[cH:37]1[cH:38][cH:39][cH:40][cH:41][cH:42]1>>[CH2:1]=[CH:2][CH:3]1[CH2:4][CH2:5][CH:6]2[CH:7]3[CH2:8][CH2:9][C:10]4=[CH:11][C:12](=[O:22])[CH:13]=[CH:14][C:15]4([CH3:16])[CH:17]3[CH2:18][CH2:19][C:20]12[CH3:21]. The reactants are C(C1=CC=CC=C1)C=1N=C(SC1)C=1C=C2C(=CNC2=CC1)C[C@@H]1N(CCC1)C(=O)OCC1=CC=CC=C1 ((R)-5-(4-Benzyl-1,3-thiazol-2-yl)-3-(N-benzyloxycarbonylpyrrolidin-2-yl-methyl)-1H-indole), C(Cl)Cl (methylene chloride). Solvent: CO (methanol). Reaction conditions: temperature 40 celsius. Product: [OH-].[NH4+] (ammonium hydroxide), C(C1=CC=CC=C1)C=1N=C(SC1)C=1C=C2C(=CNC2=CC1)C[C@@H]1NCCC1 ((R)-5-(4-benzyl-1,3-thiazol-2-yl)-3-(pyrrolidin-2-ylmethyl)-1H-indole). The yield is 12.0%. Reaction SMILES: [CH2:1]([C:8]1[N:9]=[C:10]([C:13]2[CH:14]=[C:15]3[C:19](=[CH:20][CH:21]=2)[NH:18][CH:17]=[C:16]3[CH2:22][C@H:23]2[CH2:27][CH2:26][CH2:25][N:24]2C(OCC2C=CC=CC=2)=[O:29])[S:11][CH:12]=1)[C:2]1[CH:7]=[CH:6][CH:5]=[CH:4][CH:3]=1.C(Cl)Cl>CO>[OH-:29].[NH4+:9].[CH2:1]([C:8]1[N:9]=[C:10]([C:13]2[CH:14]=[C:15]3[C:19](=[CH:20][CH:21]=2)[NH:18][CH:17]=[C:16]3[CH2:22][C@H:23]2[CH2:27][CH2:26][CH2:25][NH:24]2)[S:11][CH:12]=1)[C:2]1[CH:3]=[CH:4][CH:5]=[CH:6][CH:7]=1 |f:3.4|. Procedure: (R)-5-(4-Benzyl-1,3-thiazol-2-yl)-3-(N-benzyloxycarbonylpyrrolidin-2-yl-methyl)-1H-indole was used, and the reaction was heated at 40° C. for 24 hours. Chromatography using methylene chloride:methanol:ammonium hydroxide [9:1:0.1] afforded the title compound (12%) as an amorphous solid: 1H NMR (CDCl3) δ 9.1 (br s, indole NH), 8.17 (d, J=1.4 Hz, 1H), 7.74 (dd, J=1.6 and 8.5 Hz, 1H), 7.35-7.21 (m, 6H), 7.02 (s, 1H), 6.67 (s, 1H), 4.22 (s, 2H), 3.5 (br s, NH), 3.41-3.29 (m, 1H), 3.03-2.73 (m, 4H), 1... Starting materials: C(C)OC(C1=CC(=CC=C1)C1=C2C=CC=NC2=C(C2=C1CN(C2=O)CC2=CC=C(C=C2)F)OC(C2=CC=CC=C2)C2=CC=CC=C2)=O (3-[9-benzhydryloxy-7-(4-fluoro-benzyl)-8-oxo-7,8-dihydro-6H-pyrrolo[3,4-g]quinolin-5-yl]-benzoic acid ethyl ester), FC(C(=O)O)(F)F (trifluoroacetic acid), C(C)[SiH](CC)CC (triethylsilane). The solvent is ClCCl (dichloromethane). Reaction conditions: time 0.5 hour. Yields the product C(C)OC(C1=CC(=CC=C1)C1=C2C=CC=NC2=C(C2=C1CN(C2=O)CC2=CC=C(C=C2)F)O)=O (3-[7-(4-fluoro-benzyl)-9-hydroxy-8-oxo-7,8-dihydro-6H-pyrrolo[3,4-g]quinolin-5-yl]-benzoic acid ethyl ester), C(=O)(C(F)(F)F)O (TFA). As a reaction SMILES: [CH2:1]([O:3][C:4](=[O:47])[C:5]1[CH:10]=[CH:9][CH:8]=[C:7]([C:11]2[C:20]3[CH2:21][N:22]([CH2:25][C:26]4[CH:31]=[CH:30][C:29]([F:32])=[CH:28][CH:27]=4)[C:23](=[O:24])[C:19]=3[C:18]([O:33]C(C3C=CC=CC=3)C3C=CC=CC=3)=[C:17]3[C:12]=2[CH:13]=[CH:14][CH:15]=[N:16]3)[CH:6]=1)[CH3:2].[F:48][C:49]([F:54])([F:53])[C:50]([OH:52])=[O:51].C([SiH](CC)CC)C>ClCCl>[CH2:1]([O:3][C:4](=[O:47])[C:5]1[CH:10]=[CH:9][CH:8]=[C:7]([C:11]2[C:20]3[CH2:21][N:22]([CH2:25][C:26]4[CH:27]=[CH:28][C:29]([F:32])=[CH:30][CH:31]=4)[C:23](=[O:24])[C:19]=3[C:18]([OH:33])=[C:17]3[C:12]=2[CH:13]=[CH:14][CH:15]=[N:16]3)[CH:6]=1)[CH3:2].[C:50]([OH:52])([C:49]([F:54])([F:53])[F:48])=[O:51]. Procedure: To a solution of 277 dissolved in dichloromethane (2 mL) was added trifluoroacetic acid (200 μl) and triethylsilane (400 μl). The reaction mixture was stirred at room temperature for ½ hours under an inert atmosphere then concentrated in vacuo. The residue was redissolved in DMSO (1 mL) and purified by prep-HPLC to afford 3-[7-(4-fluoro-benzyl)-9-hydroxy-8-oxo-7,8-dihydro-6H-pyrrolo[3,4-g]quinolin-5-yl]-benzoic acid ethyl ester 278, TFA salt, (25 mg, 0.003 mmol, 44% in two steps) as a yellow sol... The reactants are C1CC(=O)N(C1=O)Br (N-Bromosuccimide), S1C(=CC=C1)C=1SC(=CC1)C=1SC=CC1 (2,2′:5′,2″-terthiophene), S1C(=CC=C1)C=1SC(=CC1)C=1SC=CC1 (2,2′:5′,2″-terthiophene). The solvent is CN(C)C=O (DMF), C(Cl)Cl (CH2Cl2). Run at time 90 minute. The product is BrC1=CC=C(S1)C=1SC(=CC1)C=1SC=CC1 (5-bromo-2,2′:5′,2″-terthiophene). The yield is 92.0%. Reaction SMILES: [S:1]1[CH:5]=[CH:4][CH:3]=[C:2]1[C:6]1[S:7][C:8]([C:11]2[S:12][CH:13]=[CH:14][CH:15]=2)=[CH:9][CH:10]=1.C1C(=O)N([Br:23])C(=O)C1>CN(C=O)C.C(Cl)Cl>[Br:23][C:13]1[S:12][C:11]([C:8]2[S:7][C:6]([C:2]3[S:1][CH:5]=[CH:4][CH:3]=3)=[CH:10][CH:9]=2)=[CH:15][CH:14]=1. Procedure details: Using 2,2′:5′,2″-terthiophene (7, FIG. 3): N-Bromosuccimide (3.147 mg, 17.681 mmol) were added portion in portions during 5 hours to an solution of 2,2′:5′,2″-terthiophene (4.315 g, 17.373 mmol) in 10 ml DMF at −20° C. After about 90 min, a precipitate was formed. After stirring for 14 hours at room temperature, the reaction mixture was dissolved in 300 ml CH2Cl2 and washed twice with 100 ml 1N HCl. The aqueous layers were extracted with CH2Cl2 and the organic layers were dried (MgSO4) and conce...